This data is from the Open Reaction Database (ORD), a public repository of structured organic reaction records. The task is: describe an organic reaction: reactants, conditions, products, and yield The reactants are ClCCl, Cc1cc(F)cc(C)c1CBr, Cc1nc2c(O)cccn2c1C, CC(C)=O, [I-], [Na+], [Na+], [Na+], O=C([O-])[O-]. Product: Cc1cc(F)cc(C)c1COc1cccn2c(C)c(C)nc12. RXN SMILES: [CH2:32]([Cl:33])[Cl:34].[CH3:13][c:14]1[c:15]([CH2:16][Br:17])[c:18]([CH3:23])[cH:19][c:20]([F:22])[cH:21]1.[CH3:1][c:2]1[n:3][c:4]2[n:5]([cH:6][cH:7][cH:8][c:9]2[OH:10])[c:11]1[CH3:12].[CH3:35][C:36](=[O:37])[CH3:38].[I-:25].[Na+:24].[Na+:26].[Na+:27].[O-:28][C:29](=[O:30])[O-:31]>>[CH3:1][c:2]1[n:3][c:4]2[n:5]([cH:6][cH:7][cH:8][c:9]2[O:10][CH2:16][c:15]2[c:14]([CH3:13])[cH:21][c:20]([F:22])[cH:19][c:18]2[CH3:23])[c:11]1[CH3:12]. Reactants: CC1=C(C=NC=C1)C=1SC=C(N1)C=1C=C(C#N)C=CC1 (3-{2-[4-Methylpyridin-3-yl]-1,3-thiazol-4-yl}benzonitrile), C(O)([O-])=O.[Na+] (sodium hydrogen carbonate). Solvent: Cl (hydrochloric acid). Reaction conditions: temperature 40 celsius, time 16 hour. The product is CC1=C(C=NC=C1)C=1SC=C(N1)C=1C=C(C(=O)N)C=CC1 (3-{2-[4-methylpyridin-3-yl]-1,3-thiazol-4-yl}benzamide). RXN SMILES: [CH3:1][C:2]1[CH:7]=[CH:6][N:5]=[CH:4][C:3]=1[C:8]1[S:9][CH:10]=[C:11]([C:13]2[CH:14]=[C:15]([CH:18]=[CH:19][CH:20]=2)[C:16]#[N:17])[N:12]=1.C(=O)([O-])[OH:22].[Na+]>Cl>[CH3:1][C:2]1[CH:7]=[CH:6][N:5]=[CH:4][C:3]=1[C:8]1[S:9][CH:10]=[C:11]([C:13]2[CH:14]=[C:15]([CH:18]=[CH:19][CH:20]=2)[C:16]([NH2:17])=[O:22])[N:12]=1 |f:1.2|. Procedure details: 3-{2-[4-Methylpyridin-3-yl]-1,3-thiazol-4-yl}benzonitrile (100 mg) was dissolved in conc. hydrochloric acid (4 ml) and the mixture was stirred at 40° C. for 16 hrs. The reaction mixture was added to aqueous sodium hydrogen carbonate and extracted with ethyl acetate. The organic layer was dried and concentrated. The residue was recrystallized from ethyl acetate-methanol to give the title compound (72 mg) as pale-yellow powder crystals. Reactants: CC[O-], Cc1ccc(-c2snnc2SCCC(=O)O)cc1, CCO, [K+]. The product is Cc1ccc(-c2snnc2S)cc1. Reaction SMILES: [CH3:19][CH2:20][O-:21].[CH3:1][c:2]1[cH:3][cH:4][c:5](-[c:8]2[c:9]([S:13][CH2:14][CH2:15][C:16]([OH:17])=[O:18])[n:10][n:11][s:12]2)[cH:6][cH:7]1.[CH3:23][CH2:24][OH:25].[K+:22]>>[CH3:1][c:2]1[cH:3][cH:4][c:5](-[c:8]2[c:9]([SH:13])[n:10][n:11][s:12]2)[cH:6][cH:7]1.